Dataset: the Open Reaction Database (ORD), a public repository of structured organic reaction records. Task: describe an organic reaction: reactants, conditions, products, and yield Starting materials: O=c1oc2ccccc2n1CC1CCC2CNCCN2C1, Clc1ccc(Cl)nc1. RXN SMILES: [CH2:1]1[CH:2]2[N:3]([CH2:4][CH2:5][NH:6]1)[CH2:7][CH:8]([CH2:11][n:12]1[c:13](=[O:21])[o:14][c:15]3[c:16]1[cH:17][cH:18][cH:19][cH:20]3)[CH2:9][CH2:10]2.[Cl:22][c:23]1[n:24][cH:25][c:26]([Cl:29])[cH:27][cH:28]1>>[CH2:1]1[CH:2]2[N:3]([CH2:4][CH2:5][N:6]1[c:23]1[n:24][cH:25][c:26]([Cl:29])[cH:27][cH:28]1)[CH2:7][CH:8]([CH2:11][n:12]1[c:13](=[O:21])[o:14][c:15]3[c:16]1[cH:17][cH:18][cH:19][cH:20]3)[CH2:9][CH2:10]2. Yields the product O=c1oc2ccccc2n1CC1CCC2CN(c3ccc(Cl)cn3)CCN2C1.